Dataset: the Open Reaction Database (ORD), a public repository of structured organic reaction records. Task: describe an organic reaction: reactants, conditions, products, and yield The reactants are ClC1=CC=C(C=C1)CCCCCl (1-chloro-4-(4-chlorobutyl)benzene), CN1C=NC=C1 (1-methyl-1H-imidazole). Yields the product [Cl-].ClC1=CC=C(C=C1)CCCC[N+]1=CN(C=C1)C (1-[4-(4-Chlorophenyl)butyl]-3-methylimidazolium chloride). Reaction SMILES: [Cl:1][C:2]1[CH:7]=[CH:6][C:5]([CH2:8][CH2:9][CH2:10][CH2:11]Cl)=[CH:4][CH:3]=1.[CH3:13][N:14]1[CH:18]=[CH:17][N:16]=[CH:15]1>>[Cl-:1].[Cl:1][C:2]1[CH:7]=[CH:6][C:5]([CH2:8][CH2:9][CH2:10][CH2:11][N+:16]2[CH:17]=[CH:18][N:14]([CH3:13])[CH:15]=2)=[CH:4][CH:3]=1 |f:2.3|. Procedure: Combine 6.1 g (0.03 mole) 1-chloro-4-(4-chlorobutyl)benzene with 2.5 g (0.03 mole) 1-methyl-1H-imidazole and heat at 120° C., following the course of the reaction by thin-layer chromatography on silica gel (methanol: 1M sodium chloride, 95:5). At the completion of the reaction, cool and triturate with ether, collect the solid and recrystallize from 50 ml hot acetone to obtain the title compound. Reactants: C(C1=CC=CC=C1)OCC1=CC=CC=C1 (mono-benzyl ether), IC1=C(C(=CC=C1)CC(=O)[O-])CC(=O)[O-] (iodobenzenediacetate). The solvent is C(Cl)Cl (DCM). Run at temperature 25 celsius. Product: C(C1=CC=CC=C1)OCCCCCC=O (6-(benzyloxy)hexanal). RXN SMILES: [CH2:1]([O:8][CH2:9][C:10]1C=[CH:14][CH:13]=[CH:12][CH:11]=1)[C:2]1[CH:7]=[CH:6][CH:5]=[CH:4][CH:3]=1.IC1C=CC=C(CC([O-])=[O:25])C=1CC([O-])=O>C(Cl)Cl>[CH2:1]([O:8][CH2:9][CH2:10][CH2:11][CH2:12][CH2:13][CH:14]=[O:25])[C:2]1[CH:7]=[CH:6][CH:5]=[CH:4][CH:3]=1. Procedure details: To a solution of alcohol (22, 6-(benzyloxy)hexan-1-01) dissolved in dry DCM, Tempo free radical (0.1 equiv), iodobenzenediacetate (1.1 equiv) were added and stirred at 25° C. On completion of the reaction (by checking TLC), it was quenched with dilute solution of Na2S2O3. The organic layer was extracted in DCM, washed with brine, dried over anhydrous Na2SO4. The solvent was removed in vacuum concentrated and subjected for chromatographic separation. The eluent was allowed to come in a solution o...